This data is from the Open Reaction Database (ORD), a public repository of structured organic reaction records. The task is: describe an organic reaction: reactants, conditions, products, and yield Starting materials: O=N[O-], Nc1cc(=O)[nH]c(=S)n1Cc1cccnc1, [Na+], [Na+], [Na+], O=S([O-])S(=O)[O-]. The product is Nc1c(N)n(Cc2cccnc2)c(=S)[nH]c1=O. As a reaction SMILES: [N:17]([O-:18])=[O:19].[NH2:1][c:2]1[cH:3][c:4](=[O:16])[nH:5][c:6](=[S:15])[n:7]1[CH2:8][c:9]1[cH:10][n:11][cH:12][cH:13][cH:14]1.[Na+:20].[Na+:27].[Na+:28].[S:21]([S:22]([O-:23])=[O:24])([O-:25])=[O:26]>>[NH2:1][c:2]1[c:3]([NH2:17])[c:4](=[O:16])[nH:5][c:6](=[S:15])[n:7]1[CH2:8][c:9]1[cH:10][n:11][cH:12][cH:13][cH:14]1. Starting materials: FC=1C(=CC2=C(S(CCCO2)(=O)=O)C1)OC=1C=C(C(=O)NC2=NC=C(N=C2)C)C=C(C1)O[C@H](COC)C (3-[(7-fluoro-5,5-dioxido-3,4-dihydro-2H-1,5-benzoxathiepin-8-yl)oxy]-5-{[(1S)-1-methyl-2-(methyloxy)ethyl]oxy}-N-(5-methylpyrazin-2-yl)benzamide), C[Si](C)(C)I (trimethylsilyl iodide), S(=S)(=O)([O-])[O-].[Na+].[Na+] (Sodium thiosulphate). Run in C(C)#N (acetonitrile). Reaction conditions: time 16 hour. Yields the product FC=1C(=CC2=C(S(CCCO2)(=O)=O)C1)OC=1C=C(C(=O)NC2=NC=C(N=C2)C)C=C(C1)O[C@H](CO)C (3-[(7-Fluoro-5,5-dioxido-3,4-dihydro-2H-1,5-benzoxathiepin-8-yl)oxy]-5-{[(1S)-2-hydroxy-1-methylethyl]oxy}-N-(5-methylpyrazin-2-yl)benzamide). Isolated yield 19.3%. As a reaction SMILES: [F:1][C:2]1[C:3]([O:15][C:16]2[CH:17]=[C:18]([CH:29]=[C:30]([O:32][C@@H:33]([CH3:37])[CH2:34][O:35]C)[CH:31]=2)[C:19]([NH:21][C:22]2[CH:27]=[N:26][C:25]([CH3:28])=[CH:24][N:23]=2)=[O:20])=[CH:4][C:5]2[O:11][CH2:10][CH2:9][CH2:8][S:7](=[O:13])(=[O:12])[C:6]=2[CH:14]=1.C[Si](I)(C)C.S([O-])([O-])(=O)=S.[Na+].[Na+]>C(#N)C>[F:1][C:2]1[C:3]([O:15][C:16]2[CH:17]=[C:18]([CH:29]=[C:30]([O:32][C@@H:33]([CH3:37])[CH2:34][OH:35])[CH:31]=2)[C:19]([NH:21][C:22]2[CH:27]=[N:26][C:25]([CH3:28])=[CH:24][N:23]=2)=[O:20])=[CH:4][C:5]2[O:11][CH2:10][CH2:9][CH2:8][S:7](=[O:13])(=[O:12])[C:6]=2[CH:14]=1 |f:2.3.4|. Procedure details: A solution of 3-[(7-fluoro-5,5-dioxido-3,4-dihydro-2H-1,5-benzoxathiepin-8-yl)oxy]-5-{[(1S)-1-methyl-2-(methyloxy)ethyl]oxy}-N-(5-methylpyrazin-2-yl)benzamide (100 mg, 0.19 mmol) in acetonitrile (3 mL) was treated with trimethylsilyl iodide (0.138 mL) and stirred at RT under argon for 16 hours. Sodium thiosulphate solution (30 mL) was added and the mixture extracted with ethyl acetate (6×30 mL). The combined organic extracts were dried (MgSO4), filtered and evaporated to give a yellow oil. The o...